From a dataset of the Open Reaction Database (ORD), a public repository of structured organic reaction records. describe an organic reaction: reactants, conditions, products, and yield Starting materials: N(C(=O)C)\C(=C/C(=O)OC)\C (methyl 3-acetaminocrotonate), FC=1C=C(N)C=CC1N1CCN(CC1)C (3-fluoro-4-(4-methylpiperazin-1-yl)aniline), C[Al](C)C (trimethylaluminum), N#N (N2). Run in C(Cl)Cl (CH2Cl2), C(Cl)Cl (CH2Cl2). Run at time 20 minute. Product: FC=1C=C(C=CC1N1CCN(CC1)C)N1C(=NC(=CC1=O)C)C (3-(3-fluoro-4-(4-methylpiperazin-1-yl)phenyl)-2,6-dimethylpyrimidin-4(3H)-one). The yield is 56.7%. As a reaction SMILES: [F:1][C:2]1[CH:3]=[C:4]([CH:6]=[CH:7][C:8]=1[N:9]1[CH2:14][CH2:13][N:12]([CH3:15])[CH2:11][CH2:10]1)[NH2:5].C[Al](C)C.N#N.[NH:22](/[C:26](/[CH3:32])=[CH:27]\[C:28](OC)=[O:29])[C:23]([CH3:25])=O>C(Cl)Cl>[F:1][C:2]1[CH:3]=[C:4]([N:5]2[C:28](=[O:29])[CH:27]=[C:26]([CH3:32])[N:22]=[C:23]2[CH3:25])[CH:6]=[CH:7][C:8]=1[N:9]1[CH2:10][CH2:11][N:12]([CH3:15])[CH2:13][CH2:14]1. Reported procedure: To a solution of 3-fluoro-4-(4-methylpiperazin-1-yl)aniline (11.01 g, 52.60 mol) in anhydrous CH2Cl2 (200 mL) was added trimethylaluminum (158 mL, 158 mmol, 1.0 M in toluene) slowly under N2. The mixture was stirred at rt for 20 min, followed by the addition of a solution of methyl 3-acetaminocrotonate (9.92 g, 63.10 mmol) in anhydrous CH2Cl2 (20 mL). The reaction mixture was stirred at rt for another 5 h, then quenched with saturated NH4Cl aqueous solution and extracted with CH2Cl2. The combine... The reactants are CCOC(CCNC(=O)C(NC(=O)OCc1ccccc1)C(C)O)OCC, ClCCl, CCCCCCCCCCCCCC(=O)O, CN(C)c1ccccn1, C(=NC1CCCCC1)=NC1CCCCC1. Product: CCCCCCCCCCCCCC(=O)OC(C)C(NC(=O)OCc1ccccc1)C(=O)NCCC(OCC)OCC. As a reaction SMILES: [CH2:1]([c:2]1[cH:3][cH:4][cH:5][cH:6][cH:7]1)[O:8][C:9]([NH:10][CH:11]([CH:12]([CH3:13])[OH:14])[C:15]([NH:16][CH2:17][CH2:18][CH:19]([O:20][CH2:21][CH3:22])[O:23][CH2:24][CH3:25])=[O:26])=[O:27].[CH2:68]([Cl:69])[Cl:70].[CH3:28][CH2:29][CH2:30][CH2:31][CH2:32][CH2:33][CH2:34][CH2:35][CH2:36][CH2:37][CH2:38][CH2:39][CH2:40][C:41]([OH:42])=[O:43].[CH3:59][N:60]([c:61]1[cH:62][cH:63][cH:64][cH:65][n:66]1)[CH3:67].[CH:44]1([N:45]=[C:46]=[N:47][CH:48]2[CH2:49][CH2:50][CH2:51][CH2:52][CH2:53]2)[CH2:54][CH2:55][CH2:56][CH2:57][CH2:58]1>>[CH2:1]([c:2]1[cH:3][cH:4][cH:5][cH:6][cH:7]1)[O:8][C:9]([NH:10][CH:11]([CH:12]([CH3:13])[O:14][C:41]([CH2:40][CH2:39][CH2:38][CH2:37][CH2:36][CH2:35][CH2:34][CH2:33][CH2:32][CH2:31][CH2:30][CH2:29][CH3:28])=[O:42])[C:15]([NH:16][CH2:17][CH2:18][CH:19]([O:20][CH2:21][CH3:22])[O:23][CH2:24][CH3:25])=[O:26])=[O:27]. Reactants: C(C)(=O)OCC(CON1C2=NC(=NC(=C2N=C1)Cl)NC=O)OCP(=O)(OCC)OCC (9-[3-acetoxy-2-(diethoxyphosphorylmethoxy)propoxy]-6-chloro-2-formamidopurine), N (ammonia). Yields the product NC1=NC(=C2N=CN(C2=N1)OCC(CO)OCP(=O)(OCC)OCC)N (2,6-diamino-9-[2-(diethoxyphosphorylmethoxy)-3-hydroxypropoxy]purine). RXN SMILES: C([O:4][CH2:5][CH:6]([O:22][CH2:23][P:24]([O:29][CH2:30][CH3:31])([O:26][CH2:27][CH3:28])=[O:25])[CH2:7][O:8][N:9]1[CH:17]=[N:16][C:15]2[C:10]1=[N:11][C:12]([NH:19]C=O)=[N:13][C:14]=2Cl)(=O)C.[NH3:32]>>[NH2:19][C:12]1[N:11]=[C:10]2[C:15]([N:16]=[CH:17][N:9]2[O:8][CH2:7][CH:6]([O:22][CH2:23][P:24]([O:26][CH2:27][CH3:28])([O:29][CH2:30][CH3:31])=[O:25])[CH2:5][OH:4])=[C:14]([NH2:32])[N:13]=1. Reported procedure: A solution of 9-[3-acetoxy-2-(diethoxyphosphorylmethoxy)propoxy]-6-chloro-2-formamidopurine (0.16 g, 0.33 mmol) in ethanolic ammonia (5 ml) was heated in a sealed vessel at 120° C. for 5 hours. The solution was allowed to cool to ambient temperature and the solvent was removed under reduced pressure to leave a brown residue. The residue was purified by preparative t.l.c. (dichloromethane:methanol 80:20) to give 2,6-diamino-9-[2-(diethoxyphosphorylmethoxy)-3-hydroxypropoxy]purine as a colourless ... The reactants are C1CCOC1, Cc1noc(N)c1C, O=S(=O)(Cl)c1c(Cc2ccc(Cl)cc2)sc2ccccc12, [H-], [Na+]. Yields the product Cc1noc(NS(=O)(=O)c2c(Cc3ccc(Cl)cc3)sc3ccccc23)c1C. As a reaction SMILES: [CH2:32]1[O:33][CH2:34][CH2:35][CH2:36]1.[CH3:1][c:2]1[n:3][o:4][c:5]([NH2:8])[c:6]1[CH3:7].[Cl:11][c:12]1[cH:13][cH:14][c:15]([CH2:16][c:17]2[c:18]([S:26](=[O:27])(=[O:28])[Cl:29])[c:19]3[c:20]([s:21]2)[cH:22][cH:23][cH:24][cH:25]3)[cH:30][cH:31]1.[H-:10].[Na+:9]>>[CH3:1][c:2]1[n:3][o:4][c:5]([NH:8][S:26]([c:18]2[c:17]([CH2:16][c:15]3[cH:14][cH:13][c:12]([Cl:11])[cH:31][cH:30]3)[s:21][c:20]3[c:19]2[cH:25][cH:24][cH:23][cH:22]3)(=[O:27])=[O:28])[c:6]1[CH3:7]. The product is C(C)(=S)NC[C@H]1CN(C(O1)=O)C1=CC(=C(C=C1)S(=O)CCF)F (5-(S)-Thioacetamidomethyl-3-[4′-(2″-fluoroethyl)sulfinyl-3′-fluorophenyl]-oxazolidine-2-one). Solvent: CN(C)C=O (DMF). The reactants are 5-(S)-Thioamidomethyloxazolidinones, NC[C@H]1CN(C(O1)=O)C1=CC(=C(C=C1)S(=O)CCF)F (5-(S)-aminomethyl-3-[4′-(2″-fluoroethyl)sulfinyl-3′-fluorophenyl]oxazolidine-2-one), C(C)(=S)SCC (ethyl dithioacetate). As a reaction SMILES: [NH2:1][CH2:2][C@@H:3]1[O:7][C:6](=[O:8])[N:5]([C:9]2[CH:14]=[CH:13][C:12]([S:15]([CH2:17][CH2:18][F:19])=[O:16])=[C:11]([F:20])[CH:10]=2)[CH2:4]1.[C:21](SCC)(=[S:23])[CH3:22]>CN(C=O)C>[C:21]([NH:1][CH2:2][C@@H:3]1[O:7][C:6](=[O:8])[N:5]([C:9]2[CH:14]=[CH:13][C:12]([S:15]([CH2:17][CH2:18][F:19])=[O:16])=[C:11]([F:20])[CH:10]=2)[CH2:4]1)(=[S:23])[CH3:22]. Procedure details: Prepared analogously to the Method A of General Methods of Preparation of 5-(S)-Thioamidomethyloxazolidinones (Example 1) from 5-(S)-aminomethyl-3-[4′-(2″-fluoroethyl)sulfinyl-3′-fluorophenyl]oxazolidine-2-one (0.100 g, 0.329 mmol) and ethyl dithioacetate. Reaction was performed in DMF overnight. Yield 0.114 g (96%). M.p. 161° C. MS (m/z): [M+H]+=363. Reactants: O=C([O-])O, CC(C)(C)N1OC1c1ccccc1, CC(C)(C)N, Cc1ccccc1, CC(C)=O, CC(C)(C)N=Cc1ccccc1, O=Cc1ccccc1, [Na+], O=C=O, O. Yields the product CC(C)(C)[N+]([O-])=Cc1ccccc1. RXN SMILES: [C:26](=[O:27])([OH:28])[O-:29].[C:34]([CH3:35])([CH3:36])([CH3:37])[N:38]1[O:39][CH:40]1[c:41]1[cH:42][cH:43][cH:44][cH:45][cH:46]1.[C:9]([NH2:10])([CH3:11])([CH3:12])[CH3:13].[CH3:47][c:48]1[cH:49][cH:50][cH:51][cH:52][cH:53]1.[CH3:55][C:56](=[O:57])[CH3:58].[CH:14](=[N:15][C:16]([CH3:17])([CH3:18])[CH3:19])[c:20]1[cH:21][cH:22][cH:23][cH:24][cH:25]1.[CH:1]([c:2]1[cH:3][cH:4][cH:5][cH:6][cH:7]1)=[O:8].[Na+:30].[O:31]=[C:32]=[O:33].[OH2:54]>>[C:34]([CH3:35])([CH3:36])([CH3:37])[N+:38]([O-:39])=[CH:40][c:41]1[cH:42][cH:43][cH:44][cH:45][cH:46]1. Yields the product Cc1ccc2c(c1)CC1(CCN(Cc3ccccc3)CC1)O2. As a reaction SMILES: [CH2:3]([c:4]1[cH:5][cH:6][cH:7][cH:8][cH:9]1)[N:10]1[CH2:11][CH2:12][C:13]([OH:16])([CH2:17][c:18]2[c:19]([F:25])[cH:20][cH:21][c:22]([CH3:24])[cH:23]2)[CH2:14][CH2:15]1.[CH3:32][c:33]1[cH:34][cH:35][cH:36][cH:37][cH:38]1.[H-:2].[Na+:1].[O:26]=[CH:27][N:28]([CH3:29])[CH3:30].[OH2:31]>>[CH2:3]([c:4]1[cH:5][cH:6][cH:7][cH:8][cH:9]1)[N:10]1[CH2:11][CH2:12][C:13]2([CH2:14][CH2:15]1)[O:16][c:19]1[c:18]([cH:23][c:22]([CH3:24])[cH:21][cH:20]1)[CH2:17]2. Starting materials: Cc1ccc(F)c(CC2(O)CCN(Cc3ccccc3)CC2)c1, Cc1ccccc1, [H-], [Na+], CN(C)C=O, O.